The task is: describe an organic reaction: reactants, conditions, products, and yield. This data is from the Open Reaction Database (ORD), a public repository of structured organic reaction records. The reactants are COc1cc([N+](=O)[O-])cc(C(F)(F)F)c1, ClCCl, Cl, c1ccncc1. The product is O=[N+]([O-])c1cc(O)cc(C(F)(F)F)c1. As a reaction SMILES: [CH3:1][O:2][c:3]1[cH:4][c:5]([N+:13](=[O:14])[O-:15])[cH:6][c:7]([C:9]([F:10])([F:11])[F:12])[cH:8]1.[Cl:23][CH2:24][Cl:25].[ClH:22].[n:16]1[cH:17][cH:18][cH:19][cH:20][cH:21]1>>[OH:2][c:3]1[cH:4][c:5]([N+:13](=[O:14])[O-:15])[cH:6][c:7]([C:9]([F:10])([F:11])[F:12])[cH:8]1. Starting materials: C1CCOC1, CCN(C(C)C)C(C)C, CC1(C)Cc2c(c(C(=O)O)cc3nc(Nc4c(F)cccc4Cl)[nH]c23)O1, Nc1cc(C(F)(F)F)ccc1F, O=S(Cl)Cl. The product is CC1(C)Cc2c(c(C(=O)Nc3cc(C(F)(F)F)ccc3F)cc3nc(Nc4c(F)cccc4Cl)[nH]c23)O1. Reaction SMILES: [CH2:52]1[O:53][CH2:54][CH2:55][CH2:56]1.[CH:43]([N:44]([CH2:45][CH3:46])[CH:47]([CH3:48])[CH3:49])([CH3:50])[CH3:51].[Cl:1][c:2]1[c:3]([NH:9][c:10]2[nH:11][c:12]3[c:13]([n:14]2)[cH:15][c:16]([C:24](=[O:25])[OH:26])[c:17]2[c:18]3[CH2:19][C:20]([CH3:22])([CH3:23])[O:21]2)[c:4]([F:8])[cH:5][cH:6][cH:7]1.[F:31][c:32]1[c:33]([NH2:34])[cH:35][c:36]([C:39]([F:40])([F:41])[F:42])[cH:37][cH:38]1.[S:27]([Cl:28])([Cl:29])=[O:30]>>[Cl:1][c:2]1[c:3]([NH:9][c:10]2[nH:11][c:12]3[c:13]([n:14]2)[cH:15][c:16]([C:24](=[O:26])[NH:34][c:33]2[c:32]([F:31])[cH:38][cH:37][c:36]([C:39]([F:40])([F:41])[F:42])[cH:35]2)[c:17]2[c:18]3[CH2:19][C:20]([CH3:22])([CH3:23])[O:21]2)[c:4]([F:8])[cH:5][cH:6][cH:7]1. Starting materials: C(C)O (ethanol), S(O)(O)(=O)=O (sulfuric acid), O1C(CCCC1)OCCC(C(O)(C1=CC=CC=C1)C1=CC=CC=C1)C1=CC=CC=C1 (4-[(tetrahydropyran-2-yl)oxy]-1,1,2-triphenylbutan-1-ol), [OH-].[Na+] (sodium hydroxide). The solvent is O (water). Conditions: time 2 hour. Product: C1(=CC=CC=C1)C(C(CCO)C1=CC=CC=C1)(O)C1=CC=CC=C1 (1,1,2-triphenylbutane-1,4-diol). RXN SMILES: O1CCCCC1[O:7][CH2:8][CH2:9][CH:10]([C:25]1[CH:30]=[CH:29][CH:28]=[CH:27][CH:26]=1)[C:11]([C:19]1[CH:24]=[CH:23][CH:22]=[CH:21][CH:20]=1)([C:13]1[CH:18]=[CH:17][CH:16]=[CH:15][CH:14]=1)[OH:12].C(O)C.S(=O)(=O)(O)O.[OH-].[Na+]>O>[C:19]1([C:11]([C:13]2[CH:18]=[CH:17][CH:16]=[CH:15][CH:14]=2)([OH:12])[CH:10]([C:25]2[CH:26]=[CH:27][CH:28]=[CH:29][CH:30]=2)[CH2:9][CH2:8][OH:7])[CH:20]=[CH:21][CH:22]=[CH:23][CH:24]=1 |f:3.4|. Procedure: The evaporation residue obtained in step (b) is dissolved in a mixture containing 400 ml of absolute ethanol, 10 g of concentrated sulfuric acid and 75 ml of water. The mixture is stirred for 2 h at room temperature. The solution is neutralized with 2 M sodium hydroxide solution, after which the ethanol is evaporated. Water is added to the residue. Then the product is extracted in ethyl acetate. The ethyl acetate solution is dried over sodium sulfate, and the solvent is evaporated. The product i... The reactants are C([O-])([O-])=O.[K+].[K+] (potassium carbonate), N1=CC=C(C=C1)CN1C(CCC1)C=1C=C(C=CC1)O (3-[1-(4-pyridinylmethyl)-2-pyrrolidinyl]phenol), CN=C=O (methyl isocyanate). Solvent: O1CCCC1 (tetrahydrofuran). Product: CNC(OC1=CC(=CC=C1)C1N(CCC1)CC1=CC=NC=C1)=O (3-[1-(4-Pyridinylmethyl)-2-pyrrolidinyl]phenyl methylcarbamate). The yield is 86.0%. As a reaction SMILES: [N:1]1[CH:6]=[CH:5][C:4]([CH2:7][N:8]2[CH2:12][CH2:11][CH2:10][CH:9]2[C:13]2[CH:14]=[C:15]([OH:19])[CH:16]=[CH:17][CH:18]=2)=[CH:3][CH:2]=1.C(=O)([O-])[O-].[K+].[K+].[CH3:26][N:27]=[C:28]=[O:29]>O1CCCC1>[CH3:26][NH:27][C:28](=[O:29])[O:19][C:15]1[CH:16]=[CH:17][CH:18]=[C:13]([CH:9]2[CH2:10][CH2:11][CH2:12][N:8]2[CH2:7][C:4]2[CH:5]=[CH:6][N:1]=[CH:2][CH:3]=2)[CH:14]=1 |f:1.2.3|. Procedure details: To a stirred solution of 3-[1-(4-pyridinylmethyl)-2-pyrrolidinyl]phenol (0.60 g) in dry tetrahydrofuran (16 ml) was added milled potassium carbonate (0.36 g), followed by methyl isocyanate (0.15 ml), dropwise, at ambient temperature, under nitrogen, with stirring. The mixture was stirred for 17 hrs and filtered through a pad of celite. The filter cake was washed with ethyl acetate, and the filtrate was concentrated. The residue was purified by flash column chromatography (silica gel, ether). The... Reactants: O=C(O)CCc1cccc(OC(F)(F)F)c1, O=S(=O)(O)C(F)(F)F. The product is O=C1CCc2cc(OC(F)(F)F)ccc21. Reaction SMILES: [F:9][C:10]([O:11][c:12]1[cH:13][c:14]([CH2:18][CH2:19][C:20](=[O:21])[OH:22])[cH:15][cH:16][cH:17]1)([F:23])[F:24].[OH:1][S:2]([C:3]([F:4])([F:5])[F:6])(=[O:7])=[O:8]>>[F:9][C:10]([O:11][c:12]1[cH:13][c:14]2[c:15]([cH:16][cH:17]1)[C:20](=[O:22])[CH2:19][CH2:18]2)([F:23])[F:24]. Starting materials: OC=1C=C(C=CC1)C1=NC2=CC=CC=C2C(=N1)NC=1C=C2C=NN(C2=CC1)C(=O)OC(C)(C)C (tert-butyl 5-(2-(3-hydroxyphenyl)quinazolin-4-ylamino)-1H-indazole-1-carboxylate), ClCC(=O)OC(C)C (isopropyl 2-chloroacetate), C(=O)([O-])[O-].[K+].[K+] (K2CO3). The solvent is CN(C)C=O (DMF). Yields the product C(C)(C)OC(COC=1C=C(C=CC1)C1=NC2=CC=CC=C2C(=N1)NC=1C=C2C=NN(C2=CC1)C(=O)OC(C)(C)C)=O (tert-butyl 5-(2-(3-(2-isopropoxy-2-oxoethoxy)phenyl)quinazolin-4-ylamino)-1H-indazole-1-carboxylate). As a reaction SMILES: [OH:1][C:2]1[CH:3]=[C:4]([C:8]2[N:17]=[C:16]([NH:18][C:19]3[CH:20]=[C:21]4[C:25](=[CH:26][CH:27]=3)[N:24]([C:28]([O:30][C:31]([CH3:34])([CH3:33])[CH3:32])=[O:29])[N:23]=[CH:22]4)[C:15]3[C:10](=[CH:11][CH:12]=[CH:13][CH:14]=3)[N:9]=2)[CH:5]=[CH:6][CH:7]=1.Cl[CH2:36][C:37]([O:39][CH:40]([CH3:42])[CH3:41])=[O:38].C([O-])([O-])=O.[K+].[K+]>CN(C=O)C>[CH:40]([O:39][C:37](=[O:38])[CH2:36][O:1][C:2]1[CH:3]=[C:4]([C:8]2[N:17]=[C:16]([NH:18][C:19]3[CH:20]=[C:21]4[C:25](=[CH:26][CH:27]=3)[N:24]([C:28]([O:30][C:31]([CH3:34])([CH3:33])[CH3:32])=[O:29])[N:23]=[CH:22]4)[C:15]3[C:10](=[CH:11][CH:12]=[CH:13][CH:14]=3)[N:9]=2)[CH:5]=[CH:6][CH:7]=1)([CH3:42])[CH3:41] |f:2.3.4|. Reported procedure: A suspension of tert-butyl 5-(2-(3-hydroxyphenyl)quinazolin-4-ylamino)-1H-indazole-1-carboxylate (120 mg, 0.26 mmol), isopropyl 2-chloroacetate (45 mL, 0.36 mmol), K2CO3 (125 μL, 0.24 mmol), in DMF (5 mL) stirred at RT for 2 h. Concentrated in vacuo to afford the crude tert-butyl 5-(2-(3-(2-isopropoxy-2-oxoethoxy)phenyl)quinazolin-4-ylamino)-1H-indazole-1-carboxylate. (0.26 mmol) Reactants: BrC=1C(=C(C(=CC1)Br)N)N (3,6-dibromo-1,2-phenylenediamine), C1(=CC=CC=C1)C(=O)C(=O)C1=CC=CC=C1 (benzil), C(C)(=O)[O-].[Na+] (sodium acetate). Run in C(C)(=O)O (acetic acid). Product: BrC1=C2N=C(C(=NC2=C(C=C1)Br)C1=CC=CC=C1)C1=CC=CC=C1 (5,8-dibromodiphenylquinoxaline). As a reaction SMILES: [Br:1][C:2]1[C:3]([NH2:10])=[C:4]([NH2:9])[C:5]([Br:8])=[CH:6][CH:7]=1.[C:11]1([C:17]([C:19]([C:21]2[CH:26]=[CH:25][CH:24]=[CH:23][CH:22]=2)=O)=O)[CH:16]=[CH:15][CH:14]=[CH:13][CH:12]=1.C([O-])(=O)C.[Na+]>C(O)(=O)C>[Br:1][C:2]1[CH:7]=[CH:6][C:5]([Br:8])=[C:4]2[C:3]=1[N:10]=[C:17]([C:11]1[CH:16]=[CH:15][CH:14]=[CH:13][CH:12]=1)[C:19]([C:21]1[CH:26]=[CH:25][CH:24]=[CH:23][CH:22]=1)=[N:9]2 |f:2.3|. Reported procedure: A solution of 5.3 g (20 mmol) of 3,6-dibromo-1,2-phenylenediamine 1,4 g (19 mmol) of benzil 2b, 4.2 g of sodium acetate and 150 ml of glacial acetic acid were refluxed for 4 hours. The precipitate was filtered off, washed with 100 ml of water and recrystallized twice from dioxane. Drying under reduced pressure at 50° C. gave the pure product in the form of colorless crystals, which according to HPLC had a purity of about 99.5%. The yield was 6.45 g (73%). Starting materials: C(C)(C)[C@@H]1CC[C@]2([C@H]1[C@H]1CC[C@@H]3[C@]4(CC=C(C([C@@H]4CC[C@]3([C@@]1(CC2)C)C)(C)C)OS(=O)(=O)C(F)(F)F)C)C(=O)OCC2=CC=CC=C2 ((1S,3aS,5aR,5bR,7aR,11aR,11bR,13aR,13bR)-benzyl 1-isopropyl-5a,5b,8,8,11a-pentamethyl-9-(trifluoromethylsulfonyloxy)-2,3,3a,4,5,5a,5b,6,7,7a,8,11,11a,11b,12,13,13a,13b-octadecahydro-1H-cyclopenta[a]chrysene-3a-carboxylate), COC(=O)C1=CC=C(C=C1)B(O)O (4-(methoxycarbonyl)phenylboronic acid), C([O-])([O-])=O.[Na+].[Na+] (sodium carbonate). Reagents/catalysts: C=1C=CC(=CC1)[P](C=2C=CC=CC2)(C=3C=CC=CC3)[Pd]([P](C=4C=CC=CC4)(C=5C=CC=CC5)C=6C=CC=CC6)([P](C=7C=CC=CC7)(C=8C=CC=CC8)C=9C=CC=CC9)[P](C=1C=CC=CC1)(C=1C=CC=CC1)C=1C=CC=CC1 (Pd(Ph3P)4). Solvent: O1CCOCC1 (dioxane), O (water). Run at temperature 90 celsius. Product: C(C)(C)[C@@H]1CC[C@]2([C@H]1[C@H]1CC[C@@H]3[C@]4(CC=C(C([C@@H]4CC[C@]3([C@@]1(CC2)C)C)(C)C)C2=CC=C(C=C2)C(=O)OC)C)C(=O)OCC2=CC=CC=C2 ((1S,3aS,5aR,5bR,7aR,11aS,11bR,13aR,13bR)-benzyl 1-isopropyl-9-(4-(methoxycarbonyl)phenyl)-5a,5b,8,8,11a-pentamethyl-2,3,3a,4,5,5a,5b,6,7,7a,8,11,11a,11b,12,13,13a,13b-octadecahydro-1H-cyclopenta[a]chrysene-3a-carboxylate). The yield is 88.9%. RXN SMILES: [CH:1]([C@H:4]1[C@@H:8]2[C@@H:9]3[C@@:22]([CH3:25])([CH2:23][CH2:24][C@@:7]2([C:38]([O:40][CH2:41][C:42]2[CH:47]=[CH:46][CH:45]=[CH:44][CH:43]=2)=[O:39])[CH2:6][CH2:5]1)[C@@:21]1([CH3:26])[C@@H:12]([C@:13]2([CH3:37])[C@@H:18]([CH2:19][CH2:20]1)[C:17]([CH3:28])([CH3:27])[C:16](OS(C(F)(F)F)(=O)=O)=[CH:15][CH2:14]2)[CH2:11][CH2:10]3)([CH3:3])[CH3:2].[CH3:48][O:49][C:50]([C:52]1[CH:57]=[CH:56][C:55](B(O)O)=[CH:54][CH:53]=1)=[O:51].C(=O)([O-])[O-].[Na+].[Na+]>O1CCOCC1.O.C1C=CC([P]([Pd]([P](C2C=CC=CC=2)(C2C=CC=CC=2)C2C=CC=CC=2)([P](C2C=CC=CC=2)(C2C=CC=CC=2)C2C=CC=CC=2)[P](C2C=CC=CC=2)(C2C=CC=CC=2)C2C=CC=CC=2)(C2C=CC=CC=2)C2C=CC=CC=2)=CC=1>[CH:1]([C@H:4]1[C@@H:8]2[C@@H:9]3[C@@:22]([CH3:25])([CH2:23][CH2:24][C@@:7]2([C:38]([O:40][CH2:41][C:42]2[CH:43]=[CH:44][CH:45]=[CH:46][CH:47]=2)=[O:39])[CH2:6][CH2:5]1)[C@@:21]1([CH3:26])[C@@H:12]([C@:13]2([CH3:37])[C@@H:18]([CH2:19][CH2:20]1)[C:17]([CH3:27])([CH3:28])[C:16]([C:55]1[CH:56]=[CH:57][C:52]([C:50]([O:49][CH3:48])=[O:51])=[CH:53][CH:54]=1)=[CH:15][CH2:14]2)[CH2:11][CH2:10]3)([CH3:3])[CH3:2] |f:2.3.4,^1:77,79,98,117|. Procedure details: A mixture of (1S,3aS,5aR,5bR,7aR,11aR,11bR,13aR,13bR)-benzyl 1-isopropyl-5a,5b,8,8,11a-pentamethyl-9-(trifluoromethylsulfonyloxy)-2,3,3a,4,5,5a,5b,6,7,7a,8,11,11a,11b,12,13,13a,13b-octadecahydro-1H-cyclopenta[a]chrysene-3a-carboxylate (3.5 g, 5.16 mmol), 4-(methoxycarbonyl)phenylboronic acid (1.206 g, 6.70 mmol), Pd(Ph3P)4 (0.179 g, 0.155 mmol) and sodium carbonate (1.639 g, 15.47 mmol) in dioxane (20 mL) and water (20 mL) was heated up at 90° C. for 2 h. TLC indicated starting material was cons...